The task is: describe an organic reaction: reactants, conditions, products, and yield. This data is from the Open Reaction Database (ORD), a public repository of structured organic reaction records. Starting materials: COC(=O)c1cccc(C(=O)OC)c1, CC(C)=O, Cc1ccccc1, Cl, [H-], [Na+], O. The product is COC(=O)c1cccc(C(=O)CC(C)=O)c1. RXN SMILES: [C:1]([c:2]1[cH:3][c:4]([C:5](=[O:6])[O:7][CH3:8])[cH:9][cH:10][cH:11]1)([O:13][CH3:12])=[O:14].[CH3:15][C:16]([CH3:17])=[O:18].[CH3:22][c:23]1[cH:24][cH:25][cH:26][cH:27][cH:28]1.[ClH:21].[H-:20].[Na+:19].[OH2:29]>>[C:1]([c:2]1[cH:3][c:4]([C:5](=[O:6])[O:7][CH3:8])[cH:9][cH:10][cH:11]1)(=[O:13])[CH2:15][C:16]([CH3:17])=[O:18]. Reactants: CCCCC1(CCC(=O)CC)Cc2cc(OC)ccc2C1=O, CC(=O)O, Cl. The product is CCCCC12CCC(=O)C(C)=C1c1ccc(OC)cc1C2. Reaction SMILES: [CH2:1]([CH2:2][CH2:3][CH3:4])[C:5]1([CH2:17][CH2:18][C:19]([CH2:20][CH3:21])=[O:22])[C:6](=[O:16])[c:7]2[cH:8][cH:9][c:10]([O:14][CH3:15])[cH:11][c:12]2[CH2:13]1.[CH3:23][C:24](=[O:25])[OH:26].[ClH:27]>>[CH2:1]([CH2:2][CH2:3][CH3:4])[C:5]12[C:6](=[C:20]([CH3:21])[C:19](=[O:22])[CH2:18][CH2:17]1)[c:7]1[cH:8][cH:9][c:10]([O:14][CH3:15])[cH:11][c:12]1[CH2:13]2. Starting materials: CC(O)C(=O)[O-], CCC1CC2C3CCC4=CC(=O)CCC4C3CCC2(C)C1OC(=O)CBr, CCOC(C)=O, [Na+], CN(C)C=O, O. Product: CCC1CC2C3CCC4=CC(=O)CCC4C3CCC2(C)C1OC(=O)COC(=O)C(C)O. As a reaction SMILES: [C:27]([CH:28]([OH:29])[CH3:30])(=[O:31])[O-:32].[CH2:1]([CH3:2])[CH:3]1[CH:4]([O:22][C:23]([CH2:24][Br:25])=[O:26])[C:5]2([CH3:6])[CH:7]([CH2:8]1)[CH:9]1[CH2:10][CH2:11][C:12]3=[CH:13][C:14](=[O:21])[CH2:15][CH2:16][CH:17]3[CH:18]1[CH2:19][CH2:20]2.[CH3:34][CH2:35][O:36][C:37](=[O:38])[CH3:39].[Na+:33].[O:41]=[CH:42][N:43]([CH3:44])[CH3:45].[OH2:40]>>[CH2:1]([CH3:2])[CH:3]1[CH:4]([O:22][C:23]([CH2:24][O:32][C:27]([CH:28]([OH:29])[CH3:30])=[O:31])=[O:26])[C:5]2([CH3:6])[CH:7]([CH2:8]1)[CH:9]1[CH2:10][CH2:11][C:12]3=[CH:13][C:14](=[O:21])[CH2:15][CH2:16][CH:17]3[CH:18]1[CH2:19][CH2:20]2. Reactants: C1(=CC=CC=C1)N1C=NC2=C1CCCC2 (1-phenyl-4,5,6,7-tetrahydro-1H-benzimidazole), C(CCC)[Li] (butyllithium), O (water), CSSC (dimethyl disulphide). Solvent: C(C)(=O)OCC (ethyl acetate), CCCCCC (hexane), O1CCCC1 (tetrahydrofuran), O1CCCC1 (tetrahydrofuran). Conditions: temperature -78 celsius, time 5 minute. Yields the product C1(=CC=CC=C1)N1C(=NC2=C1CCCC2)SC (1-phenyl-2-methylthio-4,5,6,7-tetrahydrobenzimidazole). The yield is 74.0%. RXN SMILES: [C:1]1([N:7]2[C:11]3[CH2:12][CH2:13][CH2:14][CH2:15][C:10]=3[N:9]=[CH:8]2)[CH:6]=[CH:5][CH:4]=[CH:3][CH:2]=1.C([Li])CCC.[CH3:21][S:22]SC.O>CCCCCC.O1CCCC1.C(OCC)(=O)C>[C:1]1([N:7]2[C:11]3[CH2:12][CH2:13][CH2:14][CH2:15][C:10]=3[N:9]=[C:8]2[S:22][CH3:21])[CH:2]=[CH:3][CH:4]=[CH:5][CH:6]=1. Reported procedure: 2.36 g (12 mmol) of 1-phenyl-4,5,6,7-tetrahydro-1H-benzimidazole are placed in a 100-ml three-necked flask under nitrogen, 20 ml of tetrahydrofuran are added and then the mixture is cooled to −78° C. 9 ml (14.3 mmol) of a 1.6 N butyllithium solution in hexane are then slowly added. The mixture is stirred at −80° C. for 5 minutes and then the temperature is allowed to rise to −20° C. and the mixture is stirred for a further 45 minutes at this temperature. The reaction medium is then cooled to −80... The reactants are C(C)I (ethyl iodide), OC1=C(C(=O)OCC)C=C(C=C1)O (ethyl 2,5-dihydroxybenzoate). Yields the product C(C)OC=1C=CC(=C(C(=O)OCC)C1)O (ethyl 5-ethoxy-2-hydroxybenzoate). Yield: 69.8%. RXN SMILES: [CH2:1](I)[CH3:2].[OH:4][C:5]1[CH:15]=[CH:14][C:13]([OH:16])=[CH:12][C:6]=1[C:7]([O:9][CH2:10][CH3:11])=[O:8]>>[CH2:1]([O:16][C:13]1[CH:14]=[CH:15][C:5]([OH:4])=[C:6]([CH:12]=1)[C:7]([O:9][CH2:10][CH3:11])=[O:8])[CH3:2]. Reported procedure: Using the general method of Example XXIII Part A, 31.2 g (0.20 mole) of ethyl iodide was reacted with 27.3 g (0.15 mole) of ethyl 2,5-dihydroxybenzoate to provide 22 g of white crystalline ethyl 5-ethoxy-2-hydroxybenzoate, m.p. 64°-66° C. Starting materials: Cl.C(C)(C)(C)OC(=O)N[C@@H]([C@@H](C)CC)C(=O)N[C@@H](CC1=CNC=N1)C(=O)O (t-butoxycarbonylisoleucylhistidine hydrochloride), Cl.COC([C@@H](NC([C@H]1NCCC1)=O)CO)=O (prolylserine methyl ester hydrochloride), ON1N=NC2=C1C=CC=C2 (1-hydroxybenzotriazole), CN1CCOCC1 (N-methylmorpholine), C1(CCCCC1)N=C=NC1CCCCC1 (dicyclohexylcarbodiimide). Solvent: CN(C=O)C (dimethylformamide). Conditions: temperature 0 celsius, time 2 hour. Yields the product COC([C@@H](NC([C@H]1N(CCC1)C([C@@H](NC([C@@H](NC(=O)OC(C)(C)C)[C@@H](C)CC)=O)CC1=CNC=N1)=O)=O)CO)=O (t-butoxycarbonylisoleucylhistidylprolylserine methyl ester). Reaction SMILES: Cl.[C:2]([O:6][C:7]([NH:9][C@H:10]([C:15]([NH:17][C@H:18]([C:25](O)=[O:26])[CH2:19][C:20]1[N:24]=[CH:23][NH:22][CH:21]=1)=[O:16])[C@H:11]([CH2:13][CH3:14])[CH3:12])=[O:8])([CH3:5])([CH3:4])[CH3:3].Cl.[CH3:29][O:30][C:31](=[O:43])[C@H:32]([CH2:41][OH:42])[NH:33][C:34](=[O:40])[C@@H:35]1[CH2:39][CH2:38][CH2:37][NH:36]1.ON1C2C=CC=CC=2N=N1.CN1CCOCC1.C1(N=C=NC2CCCCC2)CCCCC1>CN(C)C=O>[CH3:29][O:30][C:31](=[O:43])[C@H:32]([CH2:41][OH:42])[NH:33][C:34](=[O:40])[C@@H:35]1[CH2:39][CH2:38][CH2:37][N:36]1[C:25](=[O:26])[C@H:18]([CH2:19][C:20]1[N:24]=[CH:23][NH:22][CH:21]=1)[NH:17][C:15](=[O:16])[C@H:10]([C@H:11]([CH2:13][CH3:14])[CH3:12])[NH:9][C:7]([O:6][C:2]([CH3:5])([CH3:3])[CH3:4])=[O:8] |f:0.1,2.3|. Procedure details: 10.1 g of t-butoxycarbonylisoleucylhistidine hydrochloride and 6.3 g of prolylserine methyl ester hydrochloride are dissolved in 100 ml of dimethylformamide. The solution is cooled to 0° C. To the solution is added 3.4 g of 1-hydroxybenzotriazole, 2.8 ml of N-methylmorpholine and 7.6 g of dicyclohexylcarbodiimide. The reaction mixture is stirred for two hours at 0° C. and then is allowed to stand at 4° C. for sixteen hours. Dicyclohexylurea is filtered from the reaction mixture and is washed wit... The reactants are CCCCCCNOC1C(O)C(COC(c2ccccc2)(c2ccccc2)c2cccc(OC)c2OC)OC1n1ccc(=O)[nH]c1=O, CO, O=[N+]([O-])c1ccc(F)c([N+](=O)[O-])c1. Yields the product CCCCCCN(OC1C(O)C(COC(c2ccccc2)(c2ccccc2)c2cccc(OC)c2OC)OC1n1ccc(=O)[nH]c1=O)c1ccc([N+](=O)[O-])cc1[N+](=O)[O-]. As a reaction SMILES: [CH3:1][O:2][c:3]1[c:4]([O:46][CH3:47])[c:5]([C:6]([c:7]2[cH:8][cH:9][cH:10][cH:11][cH:12]2)([c:13]2[cH:14][cH:15][cH:16][cH:17][cH:18]2)[O:19][CH2:20][CH:21]2[CH:22]([OH:42])[CH:23]([O:34][NH:35][CH2:36][CH2:37][CH2:38][CH2:39][CH2:40][CH3:41])[CH:24]([n:26]3[c:27](=[O:28])[nH:29][c:30](=[O:31])[cH:32][cH:33]3)[O:25]2)[cH:43][cH:44][cH:45]1.[CH3:61][OH:62].[N+:48](=[O:49])([O-:50])[c:51]1[c:52]([F:60])[cH:53][cH:54][c:55]([N+:57](=[O:58])[O-:59])[cH:56]1>>[CH3:1][O:2][c:3]1[c:4]([O:46][CH3:47])[c:5]([C:6]([c:7]2[cH:8][cH:9][cH:10][cH:11][cH:12]2)([c:13]2[cH:14][cH:15][cH:16][cH:17][cH:18]2)[O:19][CH2:20][CH:21]2[CH:22]([OH:42])[CH:23]([O:34][N:35]([CH2:36][CH2:37][CH2:38][CH2:39][CH2:40][CH3:41])[c:52]3[c:51]([N+:48](=[O:49])[O-:50])[cH:56][c:55]([N+:57](=[O:58])[O-:59])[cH:54][cH:53]3)[CH:24]([n:26]3[c:27](=[O:28])[nH:29][c:30](=[O:31])[cH:32][cH:33]3)[O:25]2)[cH:43][cH:44][cH:45]1. Reactants: C1(=CC=CC=C1)CCCOC1=CC=C(C=O)C=C1 (4-(3-phenylpropoxy)benzaldehyde), CCCCCC (hexane), C(C)(=O)[O-].[Na+] (sodium acetate), S1C(=S)NC(=O)C1 (rhodanine). Run in C(C)(=O)O (acetic acid), C(C)(=O)OCC (ethyl acetate). Run at temperature 100 celsius. Product: C1(=CC=CC=C1)CCCOC1=CC=C(C=C1)C=C1C(NC(S1)=S)=O (5-[[4-(3-phenylpropoxy)phenyl]methylene]-2-thioxo-4-thiazolidinone). RXN SMILES: [C:1]1([CH2:7][CH2:8][CH2:9][O:10][C:11]2[CH:18]=[CH:17][C:14]([CH:15]=O)=[CH:13][CH:12]=2)[CH:6]=[CH:5][CH:4]=[CH:3][CH:2]=1.C([O-])(=O)C.[Na+].[S:24]1[CH2:30][C:28](=[O:29])[NH:27][C:25]1=[S:26].CCCCCC>C(O)(=O)C.C(OCC)(=O)C>[C:1]1([CH2:7][CH2:8][CH2:9][O:10][C:11]2[CH:18]=[CH:17][C:14]([CH:15]=[C:30]3[S:24][C:25](=[S:26])[NH:27][C:28]3=[O:29])=[CH:13][CH:12]=2)[CH:6]=[CH:5][CH:4]=[CH:3][CH:2]=1 |f:1.2|. Procedure: Under nitrogen purge in a three-neck round bottom flask 4-(3-phenylpropoxy)benzaldehyde (0.79 g, 3.29 mmol) was dissolved in acetic acid (16 ml). To this solution was added sodium acetate (0.94 g, 11.5 mmol) and rhodanine (0.44 g, 3.30 mmol). The reaction mixture was then heated to 100° C. and maintained at this temperature for about three days. The progress of the reaction was monitored by thin layer chromatography (4:1 hexane:ethyl acetate). The reactants are O=C([O-])[O-], CC#N, Cl, [K+], [K+], CC(C)(C)[Si](C)(C)Oc1cccc2c1CN(C(CCC(=O)OCc1ccccc1)C(N)=O)C2=O, CN(C)C=O, O. Yields the product NC(=O)C(CCC(=O)OCc1ccccc1)N1Cc2c(O)cccc2C1=O. RXN SMILES: [C:35](=[O:36])([O-:37])[O-:38].[CH3:41][C:42]#[N:43].[ClH:44].[K+:39].[K+:40].[NH2:1][C:2]([CH:3]([CH2:4][CH2:5][C:6](=[O:7])[O:8][CH2:9][c:10]1[cH:11][cH:12][cH:13][cH:14][cH:15]1)[N:16]1[C:17](=[O:33])[c:18]2[cH:19][cH:20][cH:21][c:22]([O:25][Si:26]([C:27]([CH3:28])([CH3:29])[CH3:30])([CH3:31])[CH3:32])[c:23]2[CH2:24]1)=[O:34].[O:45]=[CH:46][N:47]([CH3:48])[CH3:49].[OH2:50]>>[NH2:1][C:2]([CH:3]([CH2:4][CH2:5][C:6](=[O:7])[O:8][CH2:9][c:10]1[cH:11][cH:12][cH:13][cH:14][cH:15]1)[N:16]1[C:17](=[O:33])[c:18]2[cH:19][cH:20][cH:21][c:22]([OH:25])[c:23]2[CH2:24]1)=[O:34]. Reactants: O=C(C(C1=CC=CC=C1)(CCP(=O)(OCC)OCC)OCC)C1=CC=CC=C1 (1-Oxo-2-ethoxy-2-(2-diethylphosphonoethyl)-1,2-diphenylethane), C(C)OC(C(C1=CC=CC=C1)=O)C1=CC=CC=C1 (benzoin ethyl ether), CCOP(=O)(OCC)OC=C (diethyl vinyl phosphonate), [OH-].[Na+] (Sodium hydroxide). The solvent is C(C)O (ethanol). Product: O=C(C(C1=CC=CC=C1)(CCP(=O)(OCC)O)OCC)C1=CC=CC=C1 (1-Oxo-2-ethoxy-2-(2-ethylphosphonoethyl)-1,2-diphenylethane). As a reaction SMILES: [O:1]=[C:2]([C:23]1[CH:28]=[CH:27][CH:26]=[CH:25][CH:24]=1)[C:3]([O:20][CH2:21][CH3:22])([CH2:10][CH2:11][P:12]([O:17]CC)([O:14][CH2:15][CH3:16])=[O:13])[C:4]1[CH:9]=[CH:8][CH:7]=[CH:6][CH:5]=1.C(OC(C1C=CC=CC=1)C(=O)C1C=CC=CC=1)C.CCOP(OC=C)(OCC)=O.[OH-].[Na+]>C(O)C>[O:1]=[C:2]([C:23]1[CH:28]=[CH:27][CH:26]=[CH:25][CH:24]=1)[C:3]([O:20][CH2:21][CH3:22])([CH2:10][CH2:11][P:12]([OH:17])([O:14][CH2:15][CH3:16])=[O:13])[C:4]1[CH:5]=[CH:6][CH:7]=[CH:8][CH:9]=1 |f:3.4|. Procedure details: 1-Oxo-2-ethoxy-2-(2-diethylphosphonoethyl)-1,2-diphenylethane (25 g, prepared from benzoin ethyl ether and diethyl vinyl phosphonate as described in Example 3 of U.S. Pat. No. 4,082,821) is dissolved in ethanol (200 ml). Sodium hydroxide (20 g) is added to the solution and the mixture is heated under reflux for 3 hours. The ethanol is removed by rotary evaporation, water is added, and the mixture is washed with diethyl ether (4×100 ml) to remove unreacted starting material. Concentrated hydrochl...